This data is from the Open Reaction Database (ORD), a public repository of structured organic reaction records. The task is: describe an organic reaction: reactants, conditions, products, and yield Starting materials: O=C1C2=C(CCCC2)C(=O)N1c1ccc(Br)c(O)c1, O=C([O-])[O-], CC(C)=O, N#CCCl, [I-], [K+], [K+], [K+]. Product: N#CCOc1cc(N2C(=O)C3=C(CCCC3)C2=O)ccc1Br. RXN SMILES: [Br:7][c:8]1[c:9]([OH:25])[cH:10][c:11]([N:14]2[C:15](=[O:24])[C:16]3=[C:17]([C:18]2=[O:19])[CH2:20][CH2:21][CH2:22][CH2:23]3)[cH:12][cH:13]1.[C:26](=[O:27])([O-:28])[O-:29].[CH3:32][C:33](=[O:34])[CH3:35].[Cl:1][CH2:2][C:3]#[N:4].[I-:6].[K+:30].[K+:31].[K+:5]>>[CH2:2]([C:3]#[N:4])[O:25][c:9]1[c:8]([Br:7])[cH:13][cH:12][c:11]([N:14]2[C:15](=[O:24])[C:16]3=[C:17]([C:18]2=[O:19])[CH2:20][CH2:21][CH2:22][CH2:23]3)[cH:10]1. Reactants: ClCCCl, CC(CC(C)(C)C)Oc1cccc2ccc(N)nc12, CO, CCC=O. The product is CCCNc1ccc2cccc(OC(C)CC(C)(C)C)c2n1. Reaction SMILES: [CH2:26]([Cl:27])[CH2:28][Cl:29].[CH3:1][CH:2]([CH2:3][C:4]([CH3:5])([CH3:6])[CH3:7])[O:8][c:9]1[cH:10][cH:11][cH:12][c:13]2[cH:14][cH:15][c:16]([NH2:19])[n:17][c:18]12.[CH3:24][OH:25].[CH:20]([CH2:21][CH3:22])=[O:23]>>[CH3:1][CH:2]([CH2:3][C:4]([CH3:5])([CH3:6])[CH3:7])[O:8][c:9]1[cH:10][cH:11][cH:12][c:13]2[cH:14][cH:15][c:16]([NH:19][CH2:20][CH2:21][CH3:22])[n:17][c:18]12. Starting materials: C(C)(C)(C)OC(N(CCC1=CC=C(C=C1)CO)CCCCCCC)=O (heptyl-[2-(4-hydroxymethyl-phenyl)-ethyl]-carbamic acid tert-butyl ester). Reagents/catalysts: [O-2].[O-2].[Mn+4] (manganese dioxide), [O-2].[O-2].[Mn+4] (manganese dioxide). Run in CCOCC (ether). The product is C(C)(C)(C)OC(N(CCCCCCC)CCC1=CC=C(C=C1)C=O)=O ([2-(4-formyl-phenyl)-ethyl]-heptyl-carbamic acid tert-butyl ester). Yield: 76.3%. Reaction SMILES: [C:1]([O:5][C:6](=[O:25])[N:7]([CH2:18][CH2:19][CH2:20][CH2:21][CH2:22][CH2:23][CH3:24])[CH2:8][CH2:9][C:10]1[CH:15]=[CH:14][C:13]([CH2:16][OH:17])=[CH:12][CH:11]=1)([CH3:4])([CH3:3])[CH3:2]>CCOCC.[O-2].[O-2].[Mn+4]>[C:1]([O:5][C:6](=[O:25])[N:7]([CH2:8][CH2:9][C:10]1[CH:11]=[CH:12][C:13]([CH:16]=[O:17])=[CH:14][CH:15]=1)[CH2:18][CH2:19][CH2:20][CH2:21][CH2:22][CH2:23][CH3:24])([CH3:2])([CH3:3])[CH3:4] |f:2.3.4|. Procedure: To a stirred solution of heptyl-[2-(4-hydroxymethyl-phenyl)-ethyl]-carbamic acid tert-butyl ester (4.9 mmol, 1.7 g) in anhydrous ether (50 mL) was added activated manganese dioxide (Aldrich, 5 g). The resulting suspension was stirred at room temperature adding further 2 g portions of manganese dioxide every 2 hours until the starting material had been consumed as determined by TLC. The mixture was filtered through a Celite® plug and washed through exhaustively with dichloromethane. The yellow fi... Starting materials: C(C)(=O)C1=C(C(=C(OCC2=CC=C(C=C2)C(C=2C=C(C#N)C=CC2)F)C=C1)CCC)O (3-{[4-(4-Acetyl-3-hydroxy-2-propyl-phenoxymethyl)-phenyl]-fluoro-methyl}-benzonitrile), [N-]=[N+]=[N-].[Na+] (sodium azide), CN1C(CCC1)=O (N-methylpyrrolidinone), Cl (hydrochloric acid). The reagents and catalysts are [Br-].[Zn+2].[Br-] (zinc (II) bromide). Run in O (water). Reaction conditions: temperature 140 celsius, time 1 hour. Product: FC(C1=CC=C(COC2=C(C(=C(C=C2)C(C)=O)O)CCC)C=C1)C1=CC(=CC=C1)C1=NN=NN1 (1-[4-(4-{fluoro-[3-(1H-tetrazol-5-yl)-phenyl]-methyl}-benzyloxy)-2-hydroxy-3-propyl-phenyl]-ethanone). RXN SMILES: [C:1]([C:4]1[CH:27]=[CH:26][C:7]([O:8][CH2:9][C:10]2[CH:15]=[CH:14][C:13]([CH:16]([F:25])[C:17]3[CH:18]=[C:19]([CH:22]=[CH:23][CH:24]=3)[C:20]#[N:21])=[CH:12][CH:11]=2)=[C:6]([CH2:28][CH2:29][CH3:30])[C:5]=1[OH:31])(=[O:3])[CH3:2].[N-:32]=[N+:33]=[N-:34].[Na+].CN1CCCC1=O.Cl>O.[Br-].[Zn+2].[Br-]>[F:25][CH:16]([C:17]1[CH:24]=[CH:23][CH:22]=[C:19]([C:20]2[NH:34][N:33]=[N:32][N:21]=2)[CH:18]=1)[C:13]1[CH:12]=[CH:11][C:10]([CH2:9][O:8][C:7]2[CH:26]=[CH:27][C:4]([C:1](=[O:3])[CH3:2])=[C:5]([OH:31])[C:6]=2[CH2:28][CH2:29][CH3:30])=[CH:15][CH:14]=1 |f:1.2,6.7.8|. Reported procedure: A mixture of 3-{[4-(4-Acetyl-3-hydroxy-2-propyl-phenoxymethyl)-phenyl]-fluoro-methyl}-benzonitrile (4.7 g, 11.26 mmol), zinc (II) bromide (10.1 g, 45 mmol), sodium azide (5.85 g, 90 mmol), and N-methylpyrrolidinone (50 ml) is heated to 140° C. and stirred 1 hr. The reaction is cooled to room temperature and diluted with water (200 mL). The pH is adjusted to 2 with 5N aqueous hydrochloric acid and extracted with ethyl acetate (3×100 mL). The extracts are combined, dried over magnesium sulfate, fi... Starting materials: Cc1cc(C)nc(Cl)n1, Cl, NC1CCN(CC23CC(c4ccccc42)c2ccccc23)CC1. Yields the product Cc1cc(C)nc(NC2CCN(CC34CC(c5ccccc53)c3ccccc34)CC2)n1. As a reaction SMILES: [Cl:24][c:25]1[n:26][c:27]([CH3:32])[cH:28][c:29]([CH3:31])[n:30]1.[ClH:33].[NH2:1][CH:2]1[CH2:3][CH2:4][N:5]([CH2:8][C:9]23[c:10]4[cH:11][cH:12][cH:13][cH:14][c:15]4[CH:16]([c:17]4[cH:18][cH:19][cH:20][cH:21][c:22]42)[CH2:23]3)[CH2:6][CH2:7]1>>[NH:1]([CH:2]1[CH2:3][CH2:4][N:5]([CH2:8][C:9]23[c:10]4[cH:11][cH:12][cH:13][cH:14][c:15]4[CH:16]([c:17]4[cH:18][cH:19][cH:20][cH:21][c:22]42)[CH2:23]3)[CH2:6][CH2:7]1)[c:25]1[n:26][c:27]([CH3:32])[cH:28][c:29]([CH3:31])[n:30]1. Reactants: CCOc1cc(N2CCN(CCS(C)(=O)=O)CC2)c(C)cc1N, COc1ccc(-c2nc3ccccn3c2-c2ccnc(Cl)n2)cc1C(=O)Nc1c(F)cccc1F, OC(F)(F)CF, Cc1ccc(S(=O)(=O)O)cc1. Product: CCOc1cc(N2CCN(CCS(C)(=O)=O)CC2)c(C)cc1Nc1nccc(-c2c(-c3ccc(OC)c(C(=O)Nc4c(F)cccc4F)c3)nc3ccccn23)n1. As a reaction SMILES: [CH3:36][c:37]1[c:38]([N:47]2[CH2:48][CH2:49][N:50]([CH2:53][CH2:54][S:55](=[O:56])(=[O:57])[CH3:58])[CH2:51][CH2:52]2)[cH:39][c:40]([O:44][CH2:45][CH3:46])[c:41]([NH2:43])[cH:42]1.[Cl:1][c:2]1[n:3][cH:4][cH:5][c:6](-[c:8]2[c:9](-[c:17]3[cH:18][cH:19][c:20]([O:34][CH3:35])[c:21]([C:22](=[O:23])[NH:24][c:25]4[c:26]([F:32])[cH:27][cH:28][cH:29][c:30]4[F:31])[cH:33]3)[n:10][c:11]3[n:12]2[cH:13][cH:14][cH:15][cH:16]3)[n:7]1.[F:70][CH2:71][C:72]([F:73])([F:74])[OH:75].[c:59]1([CH3:60])[cH:61][cH:62][c:63]([S:64]([OH:65])(=[O:66])=[O:67])[cH:68][cH:69]1>>[c:2]1([NH:43][c:41]2[c:40]([O:44][CH2:45][CH3:46])[cH:39][c:38]([N:47]3[CH2:48][CH2:49][N:50]([CH2:53][CH2:54][S:55](=[O:56])(=[O:57])[CH3:58])[CH2:51][CH2:52]3)[c:37]([CH3:36])[cH:42]2)[n:3][cH:4][cH:5][c:6](-[c:8]2[c:9](-[c:17]3[cH:18][cH:19][c:20]([O:34][CH3:35])[c:21]([C:22](=[O:23])[NH:24][c:25]4[c:26]([F:32])[cH:27][cH:28][cH:29][c:30]4[F:31])[cH:33]3)[n:10][c:11]3[n:12]2[cH:13][cH:14][cH:15][cH:16]3)[n:7]1. The reactants are O.NN (Hydrazine monohydrate), C(=C)C1(CCCCC1)C(C#N)C#N (2-(1-Vinylcyclohexyl)malononitrile). Solvent: C(CCC)O (n-butanol). Run at temperature 100 celsius. The product is C(=C)C1(CCCCC1)C=1C(=NNC1N)N (4-(1-Vinylcyclohexyl)-1H-pyrazole-3,5-diamine), NC1=NNC(=C1C1(CCCCC1)CC)N (3,5-diamino-4-(1-ethylcyclohexyl)pyrazole). As a reaction SMILES: O.[NH2:2][NH2:3].[CH:4]([C:6]1([CH:12]([C:15]#[N:16])[C:13]#[N:14])[CH2:11][CH2:10][CH2:9][CH2:8][CH2:7]1)=[CH2:5]>C(O)CCC>[CH:4]([C:6]1([C:12]2[C:13]([NH2:14])=[N:2][NH:3][C:15]=2[NH2:16])[CH2:11][CH2:10][CH2:9][CH2:8][CH2:7]1)=[CH2:5].[NH2:14][C:13]1[C:12]([C:6]2([CH2:4][CH3:5])[CH2:11][CH2:10][CH2:9][CH2:8][CH2:7]2)=[C:15]([NH2:16])[NH:3][N:2]=1 |f:0.1|. Procedure: Hydrazine monohydrate (0.098 mL, 1.69 mmol) was added to a solution of the product from Example 145B (295 mg, 1.69 mmol) in n-butanol (5 mL), and the mixture was heated at 100° C. under nitrogen for 36 hours. The reaction solution was cooled to room temperature and concentrated under vacuum. The residue was dilute with water (15 mL) and extracted with EtOAc (2×15 mL). The combined organic phase was dried (MgSO4), filtered, and concentrated under vacuum to provide the title compound as an insepar... Reactants: ClC1=CC(=C(C=C1)/C(/C#N)=C/CC(C)(C)C)F ((Z)-2-(4-chloro-2-fluoro-phenyl)-5,5-dimethyl-hex-2-enenitrile), [OH-].[K+] (KOH), ClC1=CC(=C(C=C1)\C=N\C)F ([1-(4-chloro-2-fluoro-phenyl)-meth-(E)-ylidene]-methyl-amine). Run in CS(=O)C (DMSO). Yields the product ClC1=CC(=C(C=C1)C1NCC(C1(C#N)C1=C(C=C(C=C1)Cl)F)CC(C)(C)C)F (rac-(2S,3S,4S)-2,3-bis-(4-chloro-2-fluoro-phenyl)-4-(2,2-dimethyl-propyl)-pyrrolidine-3-carbonitrile), ClC1=CC(=C(C=C1)C1(CNC(C1CC(C)(C)C)C1=C(C=C(C=C1)Cl)F)C#N)F (rac-(3S,4S,5S)-3,5-bis-(4-chloro-2-fluoro-phenyl)-4-(2,2-dimethyl-propyl)-pyrrolidine-3-carbonitrile). Yield: 19.7%. Reaction SMILES: [Cl:1][C:2]1[CH:7]=[CH:6][C:5](/[CH:8]=[N:9]/[CH3:10])=[C:4]([F:11])[CH:3]=1.[Cl:12][C:13]1[CH:18]=[CH:17][C:16](/[C:19](=[CH:22]/[CH2:23][C:24]([CH3:27])([CH3:26])[CH3:25])/[C:20]#[N:21])=[C:15]([F:28])[CH:14]=1.[OH-].[K+]>CS(C)=O>[Cl:1][C:2]1[CH:7]=[CH:6][C:5]([CH:8]2[C:19]([C:16]3[CH:17]=[CH:18][C:13]([Cl:12])=[CH:14][C:15]=3[F:28])([C:20]#[N:21])[CH:22]([CH2:23][C:24]([CH3:27])([CH3:26])[CH3:25])[CH2:10][NH:9]2)=[C:4]([F:11])[CH:3]=1.[Cl:12][C:13]1[CH:18]=[CH:17][C:16]([C:19]2([C:20]#[N:21])[CH:22]([CH2:23][C:24]([CH3:25])([CH3:26])[CH3:27])[CH:8]([C:5]3[CH:6]=[CH:7][C:2]([Cl:1])=[CH:3][C:4]=3[F:11])[NH:9][CH2:10]2)=[C:15]([F:28])[CH:14]=1 |f:2.3|. Procedure: In a manner similar to the method described in Example 3a, [1-(4-chloro-2-fluoro-phenyl)-meth-(E)-ylidene]-methyl-amine (3.43 g, 20.00 mmol) reacted with (Z)-2-(4-chloro-2-fluoro-phenyl)-5,5-dimethyl-hex-2-enenitrile (5.03 g, 20.00 mmol) in DMSO (30 mL) in the presence of KOH powder (5.72 g, 56.11 mmol) to give rac-(2S,3S,4S)-2,3-bis-(4-chloro-2-fluoro-phenyl)-4-(2,2-dimethyl-propyl)-pyrrolidine-3-carbonitrile (1.12 g 13.3%) and rac-(3S,4S,5S)-3,5-bis-(4-chloro-2-fluoro-phenyl)-4-(2,2-dimethyl-p... Reaction SMILES: [C:42](=[O:43])([OH:44])[O-:45].[CH2:1]1[CH2:2][NH:3][CH2:4][CH2:5][c:6]2[c:7]1[cH:8][cH:9][cH:10][cH:11]2.[CH:12]([N:13]([CH2:14][CH3:15])[CH:16]([CH3:17])[CH3:18])([CH3:19])[CH3:20].[Cl:21][C:22]([Cl:23])([O:24][C:25]([O:26][C:27]([Cl:28])([Cl:29])[Cl:30])=[O:31])[Cl:32].[ClH:33].[ClH:34].[NH2:35][CH:36]1[CH2:37][NH:38][CH2:39][CH2:40][CH2:41]1.[Na+:46]>>[CH2:1]1[CH2:2][N:3]([C:25](=[O:31])[NH:35][CH:36]2[CH2:37][NH:38][CH2:39][CH2:40][CH2:41]2)[CH2:4][CH2:5][c:6]2[c:7]1[cH:8][cH:9][cH:10][cH:11]2. The reactants are O=C([O-])O, c1ccc2c(c1)CCNCC2, CCN(C(C)C)C(C)C, O=C(OC(Cl)(Cl)Cl)OC(Cl)(Cl)Cl, Cl, Cl, NC1CCCNC1, [Na+]. The product is O=C(NC1CCCNC1)N1CCc2ccccc2CC1. The reactants are CC(=O)C.C1(=CC=CC=C1)C1=CC=CC=C1 (biphenyl methyl ketone), C=O (paraformaldehyde), Cl.C(C)NCC (diethylamine hydrochloride), Cl (hydrochloride), Cl (hydrochloric acid). Run in C(C)O (ethanol). Product: C(C)N(CCC(=O)C1=CC=C(C=C1)C1=CC=CC=C1)CC (4-(3-diethylamino-1-oxo-propyl)-biphenyl). Isolated yield 55.0%. As a reaction SMILES: [CH3:1][C:2]([CH3:4])=[O:3].[C:5]1([C:11]2[CH:16]=[CH:15]C=[CH:13][CH:12]=2)[CH:10]=[CH:9][CH:8]=[CH:7][CH:6]=1.[CH2:17]=O.Cl.[CH2:20]([NH:22][CH2:23][CH3:24])[CH3:21].Cl>C(O)C>[CH2:20]([N:22]([CH2:23][CH3:24])[CH2:17][CH2:1][C:2]([C:4]1[CH:13]=[CH:12][C:11]([C:5]2[CH:6]=[CH:7][CH:8]=[CH:9][CH:10]=2)=[CH:16][CH:15]=1)=[O:3])[CH3:21] |f:0.1,3.4|. Procedure: 50 g of biphenyl methyl ketone, 10 g of paraformaldehyde and 30 g of diethylamine hydrochloride were heated under reflux for 6 hours in 200 ml of absolute ethanol and in the presence of 1 ml of 10 N hydrochloric acid. On cooling, a mixture of the reaction product in the form of its hydrochloride and of the initial ketone crystallized from the reaction mixture. These were separated by treating the mixture with 500 ml of 10% hydrochloric acid and the aqueous solution was extracted with ethyl aceta...